Dataset: the Open Reaction Database (ORD), a public repository of structured organic reaction records. Task: describe an organic reaction: reactants, conditions, products, and yield Reactants: CNC(=O)CCCCCC1=CC=CC=2N1C=NC2 (5-[5-(N-methylcarbamoyl)pentyl]imidazo[1,5-a]pyridine), [H-].[Na+] (sodium hydride), Cl (hydrochloric acid), CI (Methyl iodide). Solvent: CN(C=O)C (dimethylformamide), CCOCC (ether), O (water). Reaction conditions: time 2 hour. Yields the product Cl.CN(C(=O)CCCCCC1=CC=CC=2N1C=NC2)C (5-[5-(N,N-dimethylcarbamoyl)pentyl]imidazo[1,5-a]pyridine hydrochloride). Reaction SMILES: [CH3:1][NH:2][C:3]([CH2:5][CH2:6][CH2:7][CH2:8][CH2:9][C:10]1[N:15]2[CH:16]=[N:17][CH:18]=[C:14]2[CH:13]=[CH:12][CH:11]=1)=[O:4].[H-].[Na+].[CH3:21]I.[ClH:23]>CN(C)C=O.O.CCOCC>[ClH:23].[CH3:1][N:2]([CH3:21])[C:3]([CH2:5][CH2:6][CH2:7][CH2:8][CH2:9][C:10]1[N:15]2[CH:16]=[N:17][CH:18]=[C:14]2[CH:13]=[CH:12][CH:11]=1)=[O:4] |f:1.2,8.9|. Reported procedure: A solution of 2.45 g of 5-[5-(N-methylcarbamoyl)pentyl]imidazo[1,5-a]pyridine in 25 ml of dimethylformamide is treated with 0.011 mole of sodium hydride (obtained by washing 0.53 g of 50% NaH dispersion in mineral oil with hexane) and warmed briefly on a steam bath. Methyl iodide (1.56 g) is added to the cooled yellow solution. The mixture is stirred at room temperature for 2 hours, diluted with water and extracted first with a 1:1 mixture of ethyl acetate and ether and subsequently with chlorof... Starting materials: ClC(Cl)Cl, Cl, Cc1cc(C(F)(F)F)nn1-c1cc(OS(C)(=O)=O)c(Cl)cc1F. Yields the product Cc1c(Cl)c(C(F)(F)F)nn1-c1cc(OS(C)(=O)=O)c(Cl)cc1F. As a reaction SMILES: [CH:25]([Cl:26])([Cl:27])[Cl:28].[Cl:24].[F:1][c:2]1[c:3](-[n:14]2[n:15][c:16]([C:20]([F:21])([F:22])[F:23])[cH:17][c:18]2[CH3:19])[cH:4][c:5]([O:9][S:10](=[O:11])(=[O:12])[CH3:13])[c:6]([Cl:8])[cH:7]1>>[F:1][c:2]1[c:3](-[n:14]2[n:15][c:16]([C:20]([F:21])([F:22])[F:23])[c:17]([Cl:26])[c:18]2[CH3:19])[cH:4][c:5]([O:9][S:10](=[O:11])(=[O:12])[CH3:13])[c:6]([Cl:8])[cH:7]1. Reactants: COC(C1=C(C=CC(=C1)C(C)(C)C)OC)=O (5-tert-butyl-2-methoxy-benzoic acid methyl ester), C(=O)(O)[O-].[Na+] (NaHCO3), C(C)C1=C(C=NN1C1=CC=CC=C1)C=1N=CN(C1)C=1C=C(C=CC1C)N (3-[4-(5-ethyl-1-phenyl-1H-pyrazol-4-yl)-imidazol-1-yl]-4-methyl-phenylamine), [Li+].C[Si](C)(C)[N-][Si](C)(C)C (LiHMDS). Run in C1CCOC1 (THF), C1CCOC1 (THF). Conditions: time 5 minute. Product: C(C)(C)(C)C=1C=CC(=C(C(=O)NC2=CC(=C(C=C2)C)N2C=NC(=C2)C=2C=NN(C2CC)C2=CC=CC=C2)C1)OC (5-tert-butyl-N-{3-[4-(5-ethyl-1-phenyl-1H-pyrazol-4-yl)-imidazol-1-yl]-4-methyl-phenyl}-2-methoxy-benzamide). Yield: 50.5%. RXN SMILES: [CH2:1]([C:3]1[N:7]([C:8]2[CH:13]=[CH:12][CH:11]=[CH:10][CH:9]=2)[N:6]=[CH:5][C:4]=1[C:14]1[N:15]=[CH:16][N:17]([C:19]2[CH:20]=[C:21]([NH2:26])[CH:22]=[CH:23][C:24]=2[CH3:25])[CH:18]=1)[CH3:2].[Li+].C[Si]([N-][Si](C)(C)C)(C)C.C[O:38][C:39](=O)[C:40]1[CH:45]=[C:44]([C:46]([CH3:49])([CH3:48])[CH3:47])[CH:43]=[CH:42][C:41]=1[O:50][CH3:51].C([O-])(O)=O.[Na+]>C1COCC1>[C:46]([C:44]1[CH:43]=[CH:42][C:41]([O:50][CH3:51])=[C:40]([CH:45]=1)[C:39]([NH:26][C:21]1[CH:22]=[CH:23][C:24]([CH3:25])=[C:19]([N:17]2[CH:18]=[C:14]([C:4]3[CH:5]=[N:6][N:7]([C:8]4[CH:13]=[CH:12][CH:11]=[CH:10][CH:9]=4)[C:3]=3[CH2:1][CH3:2])[N:15]=[CH:16]2)[CH:20]=1)=[O:38])([CH3:49])([CH3:47])[CH3:48] |f:1.2,4.5|. Procedure: 3-[4-(5-Ethyl-1-phenyl-1H-pyrazol-4-yl)-imidazol-1-yl]-4-methyl-phenylamine (Example 3) (80 mg, 0.23 mmol) was dissolved in THF (5 mL) under N2 and 0.9 mL of 1 M LiHMDS (0.9 mmol) was slowly added. After stirring for 5 min, a solution of 51.8 mg (0.23 mmol) of 5-tert-butyl-2-methoxy-benzoic acid methyl ester in 5 mL of THF was added. The mixture was stirred at for 45 min, then saturated NaHCO3 (10 mL) was slowly added. The resulting mixture was then extracted with CH2Cl2 (100 mL). Chromatography... Starting materials: ClC1=NC(=CC=C1/C=C/C(=O)OCC)Cl ((E)-ethyl 3-(2,6-dichloropyridin-3-yl)acrylate). The reagents and catalysts are [Pt] (platinum on carbon). The solvent is C(C)O (Ethanol). Reaction conditions: time 1 hour. Yields the product ClC1=NC(=CC=C1CCC(=O)OCC)Cl (ethyl 3-(2,6-dichloropyridin-3-yl)propanoate). RXN SMILES: [Cl:1][C:2]1[C:7](/[CH:8]=[CH:9]/[C:10]([O:12][CH2:13][CH3:14])=[O:11])=[CH:6][CH:5]=[C:4]([Cl:15])[N:3]=1>C(O)C.[Pt]>[Cl:1][C:2]1[C:7]([CH2:8][CH2:9][C:10]([O:12][CH2:13][CH3:14])=[O:11])=[CH:6][CH:5]=[C:4]([Cl:15])[N:3]=1. Procedure: To a solution of (E)-ethyl 3-(2,6-dichloropyridin-3-yl)acrylate (500 mg, 2.032 mmol) in Ethanol (15 mL) was added 10% platinum on carbon (96 mg, 0.049 mmol). The flask was alternately evacuated and filled with hydrogen five times. The solution was stirred under 1 ATM (balloon) of hydrogen for 1 h, then filtered through celite, while washing well with MeOH and EtOAc. The filtrate was concentrated in vacuo to provide the title compound which was used without further purification. 1H NMR δ (ppm) (C... The reactants are C(=O)(O)C1=CC=C(C=C1)B(O)O (4-carboxyphenylboronic acid), S(O)(O)(=O)=O (sulphuric acid), CO (methanol). Reaction conditions: time 1 hour. Product: COC(=O)C1=CC=C(C=C1)B(O)O (4-methoxycarbonylphenylboronic acid). RXN SMILES: [C:1]([C:4]1[CH:9]=[CH:8][C:7]([B:10]([OH:12])[OH:11])=[CH:6][CH:5]=1)([OH:3])=[O:2].S(=O)(=O)(O)O.[CH3:18]O>>[CH3:18][O:2][C:1]([C:4]1[CH:5]=[CH:6][C:7]([B:10]([OH:12])[OH:11])=[CH:8][CH:9]=1)=[O:3]. Reported procedure: A solution of 4-carboxyphenylboronic acid (25 g) and concentrated sulphuric acid (1 ml) in methanol (250 ml) was heated under reflux for 36 hours. Volatile material was removed by evaporation and the residue was dissolved in ethyl acetate (200 ml). Water (100 ml) was added and the mixture was stirred for 1 hour. The organic phase was separated and washed with saturated sodium bicarbonate solution (50 ml), water (100 ml) and saturated sodium chloride solution (50 ml). The solution was dried (MgSO... Reactants: CC(C)(C)OC(=O)CN, C1COCCO1, CCN(C(C)C)C(C)C, Cl, O, CCOC(=O)C1=C(O)c2cc(SC)ccc2C(C)(C)C1=O. The product is CSc1ccc2c(c1)C(O)=C(C(=O)NCC(=O)OC(C)(C)C)C(=O)C2(C)C. RXN SMILES: [C:23]([CH3:24])([CH3:25])([CH3:26])[O:27][C:28]([CH2:29][NH2:30])=[O:31].[CH2:42]1[O:43][CH2:44][CH2:45][O:46][CH2:47]1.[CH:32]([N:33]([CH2:34][CH3:35])[CH:36]([CH3:37])[CH3:38])([CH3:39])[CH3:40].[ClH:22].[OH2:41].[OH:1][C:2]1=[C:3]([C:17](=[O:18])[O:19][CH2:20][CH3:21])[C:4](=[O:16])[C:5]([CH3:14])([CH3:15])[c:6]2[cH:7][cH:8][c:9]([S:12][CH3:13])[cH:10][c:11]21>>[OH:1][C:2]1=[C:3]([C:17](=[O:18])[NH:30][CH2:29][C:28]([O:27][C:23]([CH3:24])([CH3:25])[CH3:26])=[O:31])[C:4](=[O:16])[C:5]([CH3:14])([CH3:15])[c:6]2[cH:7][cH:8][c:9]([S:12][CH3:13])[cH:10][c:11]21. The reactants are C(C)(C)(C)OC(NC1C(N(C2=CC=C(C=C2C1)C1=CC=CC=C1)CC1=CC=CC=C1)=O)=O ((1-Benzyl-2-oxo-6-phenyl-1,2,3,4-tetrahydroquinolin-3-yl)-carbamic acid tert-butyl ester), 3D, C(C1=CC=CC=C1)N1C(C(CC2=CC(=CC=C12)Br)NS(=O)(=O)C1=CC=CC=C1)=O (N-(1-Benzyl-6-bromo-2-oxo-1,2,3,4-tetrahydroquinolin-3-yl)-benzenesulfonamide). The product is C(C1=CC=CC=C1)N1C(C(CC2=CC(=CC=C12)C1=CC=CC=C1)NS(=O)(=O)C1=CC=CC=C1)=O (N-(1-Benzyl-2-oxo-6-phenyl-1,2,3,4-tetrahydroquinolin-3-yl)-benzenesulfonamide). As a reaction SMILES: C(OC(=O)[NH:7][CH:8]1[CH2:17][C:16]2[C:11](=[CH:12][CH:13]=[C:14]([C:18]3[CH:23]=[CH:22][CH:21]=[CH:20][CH:19]=3)[CH:15]=2)[N:10]([CH2:24][C:25]2[CH:30]=[CH:29][CH:28]=[CH:27][CH:26]=2)[C:9]1=[O:31])(C)(C)C.C(N1C2C(=CC(Br)=CC=2)CC(N[S:52]([C:55]2[CH:60]=[CH:59][CH:58]=[CH:57][CH:56]=2)(=[O:54])=[O:53])C1=O)C1C=CC=CC=1>>[CH2:24]([N:10]1[C:11]2[C:16](=[CH:15][C:14]([C:18]3[CH:23]=[CH:22][CH:21]=[CH:20][CH:19]=3)=[CH:13][CH:12]=2)[CH2:17][CH:8]([NH:7][S:52]([C:55]2[CH:60]=[CH:59][CH:58]=[CH:57][CH:56]=2)(=[O:54])=[O:53])[C:9]1=[O:31])[C:25]1[CH:26]=[CH:27][CH:28]=[CH:29][CH:30]=1. Procedure: The title compound (15 mg) was prepared from 4B (22 mg) according to the procedures described in 3D and 3E. HPLC/MS retention time=4.0 min (Phenomenex Luna 5 micron C18 4.6 mm×50 mm column eluted with a 0% to 100% B solvent gradient over 4 min; solvent A=90% H2O, 10% MeOH, 0.1% TFA and solvent B=10% H2O, 90% MeOH, 0.1% TFA; flow rate=4.0 mL/min; UV detection at 220 nm); m/z=469 [M+H]+, 491 [M+Na]+. Reactants: O=[N+]([O-])c1cc(Br)ccc1Oc1ccccc1, CC(=O)O, [Fe], O. The product is Nc1cc(Br)ccc1Oc1ccccc1. RXN SMILES: [Br:5][c:6]1[cH:7][c:8]([N+:19]([O-:20])=[O:21])[c:9]([O:12][c:13]2[cH:14][cH:15][cH:16][cH:17][cH:18]2)[cH:10][cH:11]1.[CH3:1][C:2](=[O:3])[OH:4].[Fe:23].[OH2:22]>>[Br:5][c:6]1[cH:7][c:8]([NH2:19])[c:9]([O:12][c:13]2[cH:14][cH:15][cH:16][cH:17][cH:18]2)[cH:10][cH:11]1.